This data is from the Open Reaction Database (ORD), a public repository of structured organic reaction records. The task is: describe an organic reaction: reactants, conditions, products, and yield Starting materials: [Mg] (magnesium), CN(CC(C(CC)=O)C)C (1-dimethylamino-2-methylpentan-3-one), BrC1=CC(=CC=C1)Cl (1-bromo-3-chlorobenzene). The product is base, Cl.ClC=1C=C(C=CC1)C(C(CN(C)C)C)(CC)O ((2RS,3RS)-3-(3-chlorophenyl)-1-dimethylamino-2-methylpentan-3-ol Hydrochloride). Yield: 19.0%. Reaction SMILES: [CH3:1][N:2]([CH3:10])[CH2:3][CH:4]([CH3:9])[C:5](=[O:8])[CH2:6][CH3:7].Br[C:12]1[CH:17]=[CH:16][CH:15]=[C:14]([Cl:18])[CH:13]=1.[Mg]>>[ClH:18].[Cl:18][C:14]1[CH:13]=[C:12]([C:5]([OH:8])([CH2:6][CH3:7])[CH:4]([CH3:9])[CH2:3][N:2]([CH3:10])[CH3:1])[CH:17]=[CH:16][CH:15]=1 |f:3.4|. Procedure: 63 g of crude mixture were obtained under the conditions cited for Example 1 from 38.0 g (270 mmole) 1-dimethylamino-2-methylpentan-3-one, 74.7 g (390 mmole) 1-bromo-3-chlorobenzene and 9.50 g (390 mmole) magnesium turnings. This mixture was introduced on to a 7×45 cm column packed with silica gel and eluted with 7:1 diisopropyl ether/methanol. 12.8 g of base were obtained, from which 10.8 g of hydrochloride (4) (14% theoretical) with a melting point of 160-162° C. were obtained with trimethylch... The reactants are CC(C)C1CCCCCCCCC(C)(C)C=N1, Cl, Cl, NO, [Na+], [OH-], O. Yields the product CC(C)C(N)CCCCCCCCC(C)(C)C=NO. RXN SMILES: [CH3:1][C:2]1([CH3:17])[CH:3]=[N:4][CH:5]([CH:14]([CH3:15])[CH3:16])[CH2:6][CH2:7][CH2:8][CH2:9][CH2:10][CH2:11][CH2:12][CH2:13]1.[ClH:18].[ClH:21].[NH2:19][OH:20].[Na+:23].[OH-:22].[OH2:24]>>[CH3:1][C:2]([CH:3]=[N:19][OH:20])([CH2:13][CH2:12][CH2:11][CH2:10][CH2:9][CH2:8][CH2:7][CH2:6][CH:5]([NH2:4])[CH:14]([CH3:15])[CH3:16])[CH3:17]. The reactants are ClC(COC(=O)Cl)(Cl)Cl (2,2,2-trichloroethylchloroformate), C(C)(C)(C)C=1C=C(N(N1)C1=CC(=CC=C1)OCCOC1OCCCC1)N (5-tert-Butyl-2-{3-[2-(tetrahydro-pyran-2-yloxy)-ethoxy]-phenyl}-2H-pyrazol-3-ylamine). Product: ClC(COC(NC=1N(N=C(C1)C(C)(C)C)C1=CC(=CC=C1)OCCOC1OCCCC1)=O)(Cl)Cl ((5-tert-Butyl-2-{3-[2-(tetrahydro-pyran-2-yloxy)-ethoxy]-phenyl}-2H-pyrazol-3-yl)-carbamic acid 2,2,2-trichloro-ethyl ester). As a reaction SMILES: [Cl:1][C:2]([Cl:9])([Cl:8])[CH2:3][O:4][C:5](Cl)=[O:6].[C:10]([C:14]1[CH:15]=[C:16]([NH2:35])[N:17]([C:19]2[CH:24]=[CH:23][CH:22]=[C:21]([O:25][CH2:26][CH2:27][O:28][CH:29]3[CH2:34][CH2:33][CH2:32][CH2:31][O:30]3)[CH:20]=2)[N:18]=1)([CH3:13])([CH3:12])[CH3:11]>>[Cl:1][C:2]([Cl:9])([Cl:8])[CH2:3][O:4][C:5](=[O:6])[NH:35][C:16]1[N:17]([C:19]2[CH:24]=[CH:23][CH:22]=[C:21]([O:25][CH2:26][CH2:27][O:28][CH:29]3[CH2:34][CH2:33][CH2:32][CH2:31][O:30]3)[CH:20]=2)[N:18]=[C:14]([C:10]([CH3:13])([CH3:12])[CH3:11])[CH:15]=1. Reported procedure: The title compound was prepared starting from 2,2,2-trichloroethylchloroformate and Intermediate 4a by using an analogous procedure to that described for Example 3 step c. LCMS (Method 4): Rt 3.85, m/z 536 [MH+]. The reactants are C(CC[C@@H](C(=O)O)NC(=O)C1=CC=C(NCC2=CN=C3N=C(N)NC(=O)C3=N2)C=C1)(=O)O (folic acid), CSCC[C@@H](C(=O)O)NC(=O)[C@H](CC=1C=CC=CC1)NC(=O)CNC(=O)CNC(=O)[C@H](CC=2C=CC(=CC2)O)N (met-enkephalin). Product: N[C@@H](CCC(N)=O)C(=O)O (l-glutamine). RXN SMILES: [C:1]([OH:32])(=O)[CH2:2][CH2:3][C@H:4]([NH:8]C(C1C=CC(NCC2N=C3C(N=C(NC3=O)N)=NC=2)=CC=1)=O)[C:5]([OH:7])=[O:6].CSCC[C@H]([NH:41]C([C@@H](NC(CNC(CNC([C@@H](N)CC1C=CC(O)=CC=1)=O)=O)=O)CC1C=CC=CC=1)=O)C(O)=O>>[NH2:8][C@H:4]([C:5]([OH:7])=[O:6])[CH2:3][CH2:2][C:1](=[O:32])[NH2:41]. Procedure: from about 0.05 mg to about 0.15 mg of folic acid for coenzymatically converting said neurotransmitter substrate into met-enkephalin. The reactants are FC1=C(C=CC(=C1)B1OC(C(O1)(C)C)(C)C)C=1N=CC(=NC1)N (5-(2-fluoro-4-(4,4,5,5-tetramethyl-1,3,2-dioxaborolan-2-yl)phenyl)-pyrazin-2-amine), BrC1=C(C=CC=C1)S(=O)(=O)N[C@H](CO)[C@H](CC)C (2-bromo-N-((2S,3S)-1-hydroxy-3-methylpentan-2-yl)benzene-sulfonamide). Yields the product NC=1N=CC(=NC1)C1=C(C=C(C=C1)C=1C(=CC=CC1)S(=O)(=O)N[C@@H]([C@H](CC)C)CO)F (4′-(5-Aminopyrazin-2-yl)-3′-fluoro-N-[(1S,2S)-1-(hydroxymethyl)-2-methylbutyl]biphenyl-2-sulfonamide). Reaction SMILES: [F:1][C:2]1[CH:7]=[C:6](B2OC(C)(C)C(C)(C)O2)[CH:5]=[CH:4][C:3]=1[C:17]1[N:18]=[CH:19][C:20]([NH2:23])=[N:21][CH:22]=1.Br[C:25]1[CH:30]=[CH:29][CH:28]=[CH:27][C:26]=1[S:31]([NH:34][C@@H:35]([C@@H:38]([CH3:41])[CH2:39][CH3:40])[CH2:36][OH:37])(=[O:33])=[O:32]>>[NH2:23][C:20]1[N:21]=[CH:22][C:17]([C:3]2[CH:4]=[CH:5][C:6]([C:25]3[C:26]([S:31]([NH:34][C@H:35]([CH2:36][OH:37])[C@@H:38]([CH3:41])[CH2:39][CH3:40])(=[O:33])=[O:32])=[CH:27][CH:28]=[CH:29][CH:30]=3)=[CH:7][C:2]=2[F:1])=[N:18][CH:19]=1. Procedure details: The title compound was prepared in a manner similar to that described in Example 448 using 5-(2-fluoro-4-(4,4,5,5-tetramethyl-1,3,2-dioxaborolan-2-yl)phenyl)-pyrazin-2-amine and 2-bromo-N-((2S,3S)-1-hydroxy-3-methylpentan-2-yl)benzene-sulfonamide. MS (ESI): mass calcd. for C22H25FN4O3S, 444.16; m/z found, 445.2 [M+H]+. 1H NMR (400 MHz, CD3OD) δ 8.37 (s, 1H), 8.16-8.13 (m, 1H), 8.06 (d, J=1.4, 1H), 7.86 (m, 1H), 7.67-7.62 (m, 1H), 7.58-7.53 (m, 1H), 7.39-7.28 (m, 3H), 3.46-3.35 (m, 2H), 3.13 (q, ... The product is C(CCC)N(C(=O)C1=C(N(C2=CC=C(C(=C12)CN1CCCCC1)O)CCC1=CC=CC=C1)C)CCCC (N,N-Dibutyl-5-hydroxy-2-methyl-1-(2-phenylethyl)-4-piperidinomethylindole-3-carboxamide). The yield is 56.9%. RXN SMILES: [NH:1]1[CH2:6][CH2:5][CH2:4][CH2:3][CH2:2]1.[CH2:7]=O.[CH2:9]([N:13]([CH2:35][CH2:36][CH2:37][CH3:38])[C:14]([C:16]1[C:24]2[C:19](=[CH:20][CH:21]=[C:22]([OH:25])[CH:23]=2)[N:18]([CH2:26][CH2:27][C:28]2[CH:33]=[CH:32][CH:31]=[CH:30][CH:29]=2)[C:17]=1[CH3:34])=[O:15])[CH2:10][CH2:11][CH3:12]>C(O)(=O)C>[CH2:35]([N:13]([CH2:9][CH2:10][CH2:11][CH3:12])[C:14]([C:16]1[C:24]2[C:19](=[CH:20][CH:21]=[C:22]([OH:25])[C:23]=2[CH2:7][N:1]2[CH2:6][CH2:5][CH2:4][CH2:3][CH2:2]2)[N:18]([CH2:26][CH2:27][C:28]2[CH:29]=[CH:30][CH:31]=[CH:32][CH:33]=2)[C:17]=1[CH3:34])=[O:15])[CH2:36][CH2:37][CH3:38]. Reactants: N1CCCCC1 (Piperidine), C=O (formalin), C(CCC)N(C(=O)C1=C(N(C2=CC=C(C=C12)O)CCC1=CC=CC=C1)C)CCCC (N,N-dibutyl-5-hydroxy-2-methyl-1-(2-phenylethyl)indole-3-carboxamide). Procedure details: Piperidine (11 g) and 11 g of 37% formalin were added to a solution of 44 g of N,N-dibutyl-5-hydroxy-2-methyl-1-(2-phenylethyl)indole-3-carboxamide in 20 m of acetic acid, and the mixture was stirred at 60° C. for 2 hours. The acetic acid was distilled off under reduced pressure. Water was added to the residue, which was made alkaline with potassium carbonate, followed by extraction with ethyl acetate. After the organic layer was washed with water and dried, the solvent was distilled off. Hexane... Solvent: C(C)(=O)O (acetic acid). Reaction conditions: temperature 60 celsius, time 2 hour. Starting materials: ClC1=NC=CC(=N1)C=1C=NN(C1)C(CC#N)C1CCOCC1 (3-[4-(2-chloropyrimidin-4-yl)-1H-pyrazol-1-yl]-3-(tetrahydro-2H-pyran-4-yl)propanenitrile), NC1=CC=C(C(=O)O)C=C1 (p-aminobenzoic acid), C1(=CC=C(C=C1)S(=O)(=O)O)C (p-toluenesulfonic acid), O1CCOCC1 (1,4-dioxane). Yields the product C(#N)CC(C1CCOCC1)N1N=CC(=C1)C1=NC(=NC=C1)NC1=CC=C(C(=O)O)C=C1 (4-[(4-{1-[2-cyano-1-(tetrahydro-2H-pyran-4-yl)ethyl]-1H-pyrazol-4-yl}pyrimidin-2-yl)amino]benzoic Acid). Reaction SMILES: Cl[C:2]1[N:7]=[C:6]([C:8]2[CH:9]=[N:10][N:11]([CH:13]([CH:17]3[CH2:22][CH2:21][O:20][CH2:19][CH2:18]3)[CH2:14][C:15]#[N:16])[CH:12]=2)[CH:5]=[CH:4][N:3]=1.[NH2:23][C:24]1[CH:32]=[CH:31][C:27]([C:28]([OH:30])=[O:29])=[CH:26][CH:25]=1.C1(C)C=CC(S(O)(=O)=O)=CC=1.O1CCOCC1>>[C:15]([CH2:14][CH:13]([N:11]1[CH:12]=[C:8]([C:6]2[CH:5]=[CH:4][N:3]=[C:2]([NH:23][C:24]3[CH:32]=[CH:31][C:27]([C:28]([OH:30])=[O:29])=[CH:26][CH:25]=3)[N:7]=2)[CH:9]=[N:10]1)[CH:17]1[CH2:22][CH2:21][O:20][CH2:19][CH2:18]1)#[N:16]. Reported procedure: A mixture of 3-[4-(2-chloropyrimidin-4-yl)-1H-pyrazol-1-yl]-3-(tetrahydro-2H-pyran-4-yl)propanenitrile (from example 308 step 3, 140 mg, 0.00044 mol), p-aminobenzoic acid (90.6 mg, 0.000661 mol), and p-toluenesulfonic acid (64 mg, 0.00037 mol) in dry 1,4-dioxane (3 mL, 0.04 mol) was refluxed overnight, cooled to room temperature. The desired product crashed out and was collected by filtration (180 mg, 97.64%). LCMS (M+H) 419.3.